This data is from the Open Reaction Database (ORD), a public repository of structured organic reaction records. The task is: describe an organic reaction: reactants, conditions, products, and yield The reactants are ClCCC(COC1=CC=C(C=C1)C(C)=O)O (1-[4-(4-chloro-2-hydroxybutoxy)phenyl]ethanone), C1(=CC=CC=C1)N1CCNCC1 (1-phenylpiperazine), C([O-])([O-])=O.[Na+].[Na+] (sodium carbonate), [I-].[K+] (potassium iodide). Run in CC(C)O (2-propanol), C(CCC)O (1-butanol). Yields the product Cl.Cl.C(C)(=O)C1=CC=C(OCC(CCN2CCN(CC2)C2=CC=CC=C2)O)C=C1 (1-(4-Acetylphenoxy)-4-(4-phenyl-1-piperazinyl)-2-butanol dihydrochloride), Cl (hydrogen chloride). RXN SMILES: [Cl:1][CH2:2][CH2:3][CH:4]([OH:16])[CH2:5][O:6][C:7]1[CH:12]=[CH:11][C:10]([C:13](=[O:15])[CH3:14])=[CH:9][CH:8]=1.[C:17]1([N:23]2[CH2:28][CH2:27][NH:26][CH2:25][CH2:24]2)[CH:22]=[CH:21][CH:20]=[CH:19][CH:18]=1.C(=O)([O-])[O-].[Na+].[Na+].[I-].[K+]>CC(O)C.C(O)CCC>[ClH:1].[ClH:1].[C:13]([C:10]1[CH:11]=[CH:12][C:7]([O:6][CH2:5][CH:4]([OH:16])[CH2:3][CH2:2][N:26]2[CH2:27][CH2:28][N:23]([C:17]3[CH:22]=[CH:21][CH:20]=[CH:19][CH:18]=3)[CH2:24][CH2:25]2)=[CH:8][CH:9]=1)(=[O:15])[CH3:14].[ClH:1] |f:2.3.4,5.6,9.10.11|. Procedure details: This compound was prepared according to the procedure of Example 97. A mixture of 7.3 g (0.03 mole) of 1-[4-(4-chloro-2-hydroxybutoxy)phenyl]ethanone, 5.0 g (0.03 mole) of 1-phenylpiperazine, 16.0 g (0.15 mole) of anhydrous sodium carbonate and 0.3 g (0.002 mole) of potassium iodide in a total volume of 200 ml of 1-butanol gave a brown oil as residue. The hydrochloric acid salt was formed in 2-propanol saturated with hydrogen chloride, and the collected solid was recrystallized from 95% ethanol ... Reactants: O=C1CCCC(=O)O1, C#Cc1ccc(N)cc1, ClCCl. Product: C#Cc1ccc(NC(=O)CCCC(=O)O)cc1. As a reaction SMILES: [C:10]1(=[O:17])[CH2:11][CH2:12][CH2:13][C:14](=[O:15])[O:16]1.[C:1](#[CH:2])[c:3]1[cH:4][cH:5][c:6]([NH2:7])[cH:8][cH:9]1.[Cl:18][CH2:19][Cl:20]>>[C:1](#[CH:2])[c:3]1[cH:4][cH:5][c:6]([NH:7][C:10]([CH2:11][CH2:12][CH2:13][C:14](=[O:15])[OH:16])=[O:17])[cH:8][cH:9]1. Reactants: C(C)(C)(C)OC(=O)C1=C(CS[C@H]2N1C([C@@]2(OC)N)=O)C(CCC(=O)OC(C)(C)C)SC2=NN=NN2 (7β-amino-7α-methoxy-3-[1-(2-t-butoxycarbonylethyl)tetrazol-5-ylthiomethyl]-3-cephem-4-carboxylic acid t-butyl ester), C(C)N(C1=CC=CC=C1)CC (N,N-diethylaniline), D-O-dichloroacetylmandeloyl chloride. Solvent: C(Cl)Cl (methylene chloride), C(Cl)Cl (methylene chloride). Run at time 30 minute. Product: C([C@H](O)C1=CC=CC=C1)(=O)N[C@]1([C@@H]2N(C(=C(CS2)C(CCC(=O)O)SC2=NN=NN2)C(=O)O)C1=O)OC (7β-D-Mandelamido-7α-methoxy-3-[1-(2-carboxyethyl)tetrazol-5-ylthiomethyl]-3-cephem-4-carboxylic acid). RXN SMILES: C([O:5][C:6]([C:8]1[N:13]2[C:14](=[O:19])[C@:15]([NH2:18])([O:16][CH3:17])[C@H:12]2[S:11][CH2:10][C:9]=1[CH:20]([S:30][C:31]1[NH:35][N:34]=[N:33][N:32]=1)[CH2:21][CH2:22][C:23]([O:25]C(C)(C)C)=[O:24])=[O:7])(C)(C)C.C(N(CC)[C:39]1[CH:44]=[CH:43][CH:42]=[CH:41][CH:40]=1)C>C(Cl)Cl>[C:15]([NH:18][C@:15]1([O:16][CH3:17])[C:14](=[O:19])[N:13]2[C:8]([C:6]([OH:5])=[O:7])=[C:9]([CH:20]([S:30][C:31]3[NH:32][N:33]=[N:34][N:35]=3)[CH2:21][CH2:22][C:23]([OH:25])=[O:24])[CH2:10][S:11][C@H:12]12)(=[O:16])[C@@H:14]([C:39]1[CH:40]=[CH:41][CH:42]=[CH:43][CH:44]=1)[OH:19]. Procedure details: A solution of 1.06 g. (2 mmol.) of 7β-amino-7α-methoxy-3-[1-(2-t-butoxycarbonylethyl)tetrazol-5-ylthiomethyl]-3-cephem-4-carboxylic acid t-butyl ester and 0.30 g. (2 mmol.) of N,N-diethylaniline in 100 ml. of dry methylene chloride is stirred at 0°-5° while 0.56 g. (2 mmol.) of D-O-dichloroacetylmandeloyl chloride in 10 ml. of methylene chloride is added dropwise over 10 minutes. The mixture is stirred in the cold for 30 minutes then warmed to room temperature and stirred for an additional 30 mi... Starting materials: BrC1=C(C(=CC=C1)Br)C (2,6-dibromotoluene), [N+](=O)(O)[O-] (nitric acid). Solvent: ice water. Yields the product BrC1=C(C(=CC=C1[N+](=O)[O-])Br)C (2,6-dibromo-3-nitrotoluene). As a reaction SMILES: [Br:1][C:2]1[CH:7]=[CH:6][CH:5]=[C:4]([Br:8])[C:3]=1[CH3:9].[N+:10]([O-])([OH:12])=[O:11]>>[Br:1][C:2]1[C:7]([N+:10]([O-:12])=[O:11])=[CH:6][CH:5]=[C:4]([Br:8])[C:3]=1[CH3:9]. Reported procedure: To 38 g of 2,6-dibromotoluene (0.152 mol) was added dropwise with stirring, over a period of thirty minutes, 76 ml of 70% nitric acid. An exothermic reaction was observed. The resulting mixture was stirred for an additional sixty minutes, after which time the mixture was poured into 1500 ml of ice water. The solids which separated were collected by filtration and dried to yield 44.62 g of 2,6-dibromo-3-nitrotoluene. Recrystallization of the reaction product from ethyl alcohol-water yielded mater...